From a dataset of the Open Reaction Database (ORD), a public repository of structured organic reaction records. describe an organic reaction: reactants, conditions, products, and yield Reactants: ClC1=C(C(=O)OC)C=C(C(=C1)Cl)C1=NC=C(C=C1)F (methyl 2,4-dichloro-5-(5-fluoropyridin-2-yl)benzoate), [OH-].[Na+] (sodium hydroxide). Solvent: CO (methanol). Conditions: temperature 50 celsius. The product is Cl.ClC1=C(C(=O)O)C=C(C(=C1)Cl)C1=NC=C(C=C1)F (2,4-dichloro-5-(5-fluoropyridin-2-yl)benzoic acid hydrochloride). Yield: 167.6%. RXN SMILES: [Cl:1][C:2]1[CH:11]=[C:10]([Cl:12])[C:9]([C:13]2[CH:18]=[CH:17][C:16]([F:19])=[CH:15][N:14]=2)=[CH:8][C:3]=1[C:4]([O:6]C)=[O:5].[OH-].[Na+]>CO>[ClH:1].[Cl:1][C:2]1[CH:11]=[C:10]([Cl:12])[C:9]([C:13]2[CH:18]=[CH:17][C:16]([F:19])=[CH:15][N:14]=2)=[CH:8][C:3]=1[C:4]([OH:6])=[O:5] |f:1.2,4.5|. Procedure details: To a suspension of methyl 2,4-dichloro-5-(5-fluoropyridin-2-yl)benzoate (Preparation 34, 1 g, 3.33 mmol) in methanol (20 mL) was added 2M aqueous sodium hydroxide solution (3.3 mL, 6.66 mmol) and the reaction was heated at 50° C. for 1 hour. The reaction was concentrated in vacuo and the residue stirred with 2M aqueous hydrochloric acid (30 mL). The resulting precipitate was filtered, washed with water and dried in vacuo to afford the title compound as a white solid (900 mg, 84%). Reactants: CCOC1=NCc2c[nH]c3cccc1c23, CCO, Cl, [NH4+], [OH-]. Yields the product NC1=NCc2c[nH]c3cccc1c23, Cl. As a reaction SMILES: [CH2:1]([O:2][C:4]1=[N:5][CH2:6][c:7]2[c:8]3[c:9]([cH:10][cH:11][cH:12][c:13]31)[nH:14][cH:15]2)[CH3:3].[CH3:19][CH2:20][OH:21].[ClH:18].[NH4+:16].[OH-:17]>>[C:4]1([NH2:16])=[N:5][CH2:6][c:7]2[c:8]3[c:9]([cH:10][cH:11][cH:12][c:13]31)[nH:14][cH:15]2.[ClH:18]. Run at temperature 100 celsius. The solvent is CCOC(=O)C (EtOAc). Reported procedure: A catalytic amount of molecular sieves powder (4A) was added to the mixture of 2-butylaminothiazole (1 g 6.41 mmol) prepared above and hexafluoroacetone trihydrate (2.86 g 13 mmol). The mixture was heated to gently reflux at 100° C. overnight. EtOAc is added and the mixture was filtered. Solvent was evaporated under reduced pressure. The residue was recrystallized in THF and hexanes to afford the title compound as a white solid. (1.68 g). 1H NMR δ0.95 (t, 3H), 1.40 (m, 2H), 1.6 (m, 2H), 3.20 (t,... Starting materials: powder ( 4A ), C(CCC)NC=1SC=CN1 (2-butylaminothiazole), O.O.O.FC(C(=O)C(F)(F)F)(F)F (hexafluoroacetone trihydrate). Reaction SMILES: [CH2:1]([NH:5][C:6]1[S:7][CH:8]=[CH:9][N:10]=1)[CH2:2][CH2:3][CH3:4].O.O.O.[F:14][C:15]([F:23])([F:22])[C:16]([C:18]([F:21])([F:20])[F:19])=[O:17]>CCOC(C)=O>[CH2:1]([NH:5][C:6]1[S:7][C:8]([C:16]([OH:17])([C:18]([F:21])([F:20])[F:19])[C:15]([F:23])([F:22])[F:14])=[CH:9][N:10]=1)[CH2:2][CH2:3][CH3:4] |f:1.2.3.4|. Yields the product C(CCC)NC=1SC(=CN1)C(C(F)(F)F)(C(F)(F)F)O (2-[2-(butylamino)-1,3-thiazol-5-yl]-1,1,1,3,3,3-hexafluoropropan-2-ol). Reactants: BrCC(=O)OC(C)(C)C (tert.-butyl bromoacetate), ClC1=CC=C(C=C1)C1=NN(C(N1)=O)CC(=O)NCC1=CC(=CC=C1)C(F)(F)F (2-[3-(4-chlorophenyl)-5-oxo-4,5-dihydro-1H-1,2,4-triazol-1-yl]-N-[3-(trifluoromethyl)phenylmethyl]-acetamide), C([O-])([O-])=O.[Cs+].[Cs+] (caesium carbonate). Solvent: CC(=O)C (acetone). Product: C(C)(C)(C)OC(CN1C(=NN(C1=O)CC(NCC1=CC(=CC=C1)C(F)(F)F)=O)C1=CC=C(C=C1)Cl)=O (tert.-butyl[3-(4-chlorophenyl)-5-oxo-1-(2-oxo-2-{[3-(trifluoromethyl)phenylmethyl]amino}ethyl)-1,5-dihydro-4H-1,2,4-triazol-4-yl]-acetate). As a reaction SMILES: Br[CH2:2][C:3]([O:5][C:6]([CH3:9])([CH3:8])[CH3:7])=[O:4].[Cl:10][C:11]1[CH:16]=[CH:15][C:14]([C:17]2[NH:21][C:20](=[O:22])[N:19]([CH2:23][C:24]([NH:26][CH2:27][C:28]3[CH:33]=[CH:32][CH:31]=[C:30]([C:34]([F:37])([F:36])[F:35])[CH:29]=3)=[O:25])[N:18]=2)=[CH:13][CH:12]=1.C(=O)([O-])[O-].[Cs+].[Cs+]>CC(C)=O>[C:6]([O:5][C:3](=[O:4])[CH2:2][N:21]1[C:20](=[O:22])[N:19]([CH2:23][C:24](=[O:25])[NH:26][CH2:27][C:28]2[CH:33]=[CH:32][CH:31]=[C:30]([C:34]([F:37])([F:36])[F:35])[CH:29]=2)[N:18]=[C:17]1[C:14]1[CH:13]=[CH:12][C:11]([Cl:10])=[CH:16][CH:15]=1)([CH3:9])([CH3:8])[CH3:7] |f:2.3.4|. Procedure: 92.6 mg (0.475 mmol) of tert.-butyl bromoacetate are added to 150.0 mg of (0.365 mmol) 2-[3-(4-chlorophenyl)-5-oxo-4,5-dihydro-1H-1,2,4-triazol-1-yl]-N-[3-(trifluoromethyl)phenylmethyl]-acetamide from Example 242A and 178.5 mg (0.548 mmol) of caesium carbonate in 5.0 ml of acetone and heated for 5 hrs under reflux. For the workup, the reaction mixture is concentrated after cooling, the residue is partitioned between water and ethyl acetate, the organic phase separated and the aqueous phase extra... The reactants are C(#C)C=1C(=NOC1C)C1=CC=CC=C1 (4-ethynyl-5-methyl-3-phenyl-isoxazole), ClC1=NC(=CC=C1)I (2-chloro-6-iodopyridine). Yields the product ClC1=NC(=CC=C1)C#CC=1C(=NOC1C)C1=CC=CC=C1 (2-Chloro-6-(5-methyl-3-phenyl-isoxazol-4-ylethynyl)-pyridine). The yield is 87.0%. As a reaction SMILES: [C:1]([C:3]1[C:4]([C:9]2[CH:14]=[CH:13][CH:12]=[CH:11][CH:10]=2)=[N:5][O:6][C:7]=1[CH3:8])#[CH:2].[Cl:15][C:16]1[CH:21]=[CH:20][CH:19]=[C:18](I)[N:17]=1>>[Cl:15][C:16]1[CH:21]=[CH:20][CH:19]=[C:18]([C:2]#[C:1][C:3]2[C:4]([C:9]3[CH:14]=[CH:13][CH:12]=[CH:11][CH:10]=3)=[N:5][O:6][C:7]=2[CH3:8])[N:17]=1. Reported procedure: As described for example 11c, 4-ethynyl-5-methyl-3-phenyl-isoxazole (92 mg, 0.50 mmol) was converted (using 2-chloro-6-iodopyridine instead of 2-chloro-4-iodopyridine) to the title compound (SiO2, heptane:ethyl acetate=95:5 to 0:100, 129 mg, 87%) which was obtained as a light yellow oil. MS: m/e=295.1/297.3 [M+H]+.